Dataset: the Open Reaction Database (ORD), a public repository of structured organic reaction records. Task: describe an organic reaction: reactants, conditions, products, and yield Reactants: BrC(C(=O)O)CCCCCC (2-bromooctanoic acid), S(=O)(Cl)Cl (thionyl chloride). Solvent: C1(=CC=CC=C1)C (toluene). Yields the product BrC(C(=O)Cl)CCCCCC (2-bromooctanoyl chloride). The yield is 63.5%. As a reaction SMILES: [Br:1][CH:2]([CH2:6][CH2:7][CH2:8][CH2:9][CH2:10][CH3:11])[C:3](O)=[O:4].S(Cl)([Cl:14])=O>C1(C)C=CC=CC=1>[Br:1][CH:2]([CH2:6][CH2:7][CH2:8][CH2:9][CH2:10][CH3:11])[C:3]([Cl:14])=[O:4]. Procedure: To a solution of 20 g (90 mmol) 2-bromooctanoic acid in 100 mL toluene was added 13.2 mL (180 mmol) thionyl chloride. The solution was heated at reflux under nitrogen for 3 hours. The excess thionyl chloride and toluene were distilled at atmospheric pressure under N2. The yellow residue was purified by kugelrohr distillation (bp=60°-65° C./0.1 mm Hg) and 13.8 g (64%) of the 2-bromooctanoyl chloride as a colorless oil was isolated. Reactants: [BH4-], CCO, CCCCCC1COc2cc(C=O)c(F)cc2C1, [Na+], O. The product is CCCCCC1COc2cc(CO)c(F)cc2C1. Reaction SMILES: [BH4-:19].[CH3:21][CH2:22][OH:23].[F:1][c:2]1[cH:3][c:4]2[c:9]([cH:10][c:11]1[CH:12]=[O:13])[O:8][CH2:7][CH:6]([CH2:14][CH2:15][CH2:16][CH2:17][CH3:18])[CH2:5]2.[Na+:20].[OH2:24]>>[F:1][c:2]1[cH:3][c:4]2[c:9]([cH:10][c:11]1[CH2:12][OH:13])[O:8][CH2:7][CH:6]([CH2:14][CH2:15][CH2:16][CH2:17][CH3:18])[CH2:5]2. Reactants: CC(c1ccc(O)cc1Cl)C(O)(c1ccc2c(c1)n(C)c(=O)n2C)C(F)(F)F, ClCCl, COC(=O)c1ccc(B(O)O)cc1F, c1ccncc1. The product is COC(=O)c1ccc(Oc2ccc(C(C)C(O)(c3ccc4c(c3)n(C)c(=O)n4C)C(F)(F)F)c(Cl)c2)cc1F. Reaction SMILES: [Cl:21][c:22]1[c:23]([CH:29]([C:30]([C:31]([F:32])([F:33])[F:34])([OH:35])[c:36]2[cH:37][c:38]3[c:39]([n:40]([CH3:45])[c:41](=[O:44])[n:42]3[CH3:43])[cH:46][cH:47]2)[CH3:48])[cH:24][cH:25][c:26]([OH:28])[cH:27]1.[Cl:49][CH2:50][Cl:51].[F:1][c:2]1[cH:3][c:4]([B:12]([OH:13])[OH:14])[cH:5][cH:6][c:7]1[C:8](=[O:9])[O:10][CH3:11].[cH:15]1[cH:16][cH:17][n:18][cH:19][cH:20]1>>[F:1][c:2]1[cH:3][c:4]([O:28][c:26]2[cH:25][cH:24][c:23]([CH:29]([C:30]([C:31]([F:32])([F:33])[F:34])([OH:35])[c:36]3[cH:37][c:38]4[c:39]([n:40]([CH3:45])[c:41](=[O:44])[n:42]4[CH3:43])[cH:46][cH:47]3)[CH3:48])[c:22]([Cl:21])[cH:27]2)[cH:5][cH:6][c:7]1[C:8](=[O:9])[O:10][CH3:11].